This data is from the Open Reaction Database (ORD), a public repository of structured organic reaction records. The task is: describe an organic reaction: reactants, conditions, products, and yield The reactants are Cc1cc(C)on1, O=S(=O)(O)Cl, O, O=S(Cl)Cl. Product: Cc1noc(C)c1S(=O)(=O)Cl. RXN SMILES: [CH3:6][c:7]1[n:8][o:9][c:10]([CH3:12])[cH:11]1.[Cl:1][S:2](=[O:3])(=[O:4])[OH:5].[OH2:17].[S:13]([Cl:14])([Cl:15])=[O:16]>>[Cl:1][S:2](=[O:3])(=[O:5])[c:11]1[c:7]([CH3:6])[n:8][o:9][c:10]1[CH3:12]. The reactants are CC(CC#N)N1CCC(NC(=O)OC(C)(C)C)CC1, C1COCCO1, Cl. Product: CC(CC#N)N1CCC(N)CC1. As a reaction SMILES: [C:2]([O:3][C:4](=[O:5])[NH:8][CH:9]1[CH2:10][CH2:11][N:12]([CH:15]([CH2:16][C:17]#[N:18])[CH3:19])[CH2:13][CH2:14]1)([CH3:6])([CH3:7])[CH3:20].[CH2:21]1[O:22][CH2:23][CH2:24][O:25][CH2:26]1.[ClH:1]>>[NH2:8][CH:9]1[CH2:10][CH2:11][N:12]([CH:15]([CH2:16][C:17]#[N:18])[CH3:19])[CH2:13][CH2:14]1. The reactants are CS(=O)(=O)OCC1=C(N=NN1C1=CC=C(C=C1)C(=O)NCC)C(=O)NC1CC1 ((4-[(Cyclopropylamino)carbonyl]-1-{4-[(ethylamino)carbonyl]phenyl}-1H-1,2,3-triazol-5-yl)methyl methanesulfonate), O=C1[N-]C(C2=CC=CC=C12)=O.[K+] (potassium 1,3-dioxo-1,3-dihydroisoindol-2-ide). Solvent: CN(C)C=O (DMF), C(C)(=O)OCC (ethyl acetate). Conditions: temperature 50 celsius, time 30 minute. Product: C1(CC1)NC(=O)C=1N=NN(C1CN1C(C2=CC=CC=C2C1=O)=O)C1=CC=C(C=C1)C(=O)NCC (N-cyclopropyl-5-[(1,3-dioxo-1,3-dihydro-2H-isoindol-2-yl)methyl]-1-{4-[(ethylamino)carbonyl]phenyl}-1H-1,2,3-triazole-4-carboxamide). Yield: 87.2%. RXN SMILES: CS(O[CH2:6][C:7]1[N:11]([C:12]2[CH:17]=[CH:16][C:15]([C:18]([NH:20][CH2:21][CH3:22])=[O:19])=[CH:14][CH:13]=2)[N:10]=[N:9][C:8]=1[C:23]([NH:25][CH:26]1[CH2:28][CH2:27]1)=[O:24])(=O)=O.[O:29]=[C:30]1[C:38]2[C:33](=[CH:34][CH:35]=[CH:36][CH:37]=2)[C:32](=[O:39])[N-:31]1.[K+]>CN(C=O)C.C(OCC)(=O)C>[CH:26]1([NH:25][C:23]([C:8]2[N:9]=[N:10][N:11]([C:12]3[CH:17]=[CH:16][C:15]([C:18]([NH:20][CH2:21][CH3:22])=[O:19])=[CH:14][CH:13]=3)[C:7]=2[CH2:6][N:31]2[C:32](=[O:39])[C:33]3[C:38](=[CH:37][CH:36]=[CH:35][CH:34]=3)[C:30]2=[O:29])=[O:24])[CH2:27][CH2:28]1 |f:1.2|. Reported procedure: (4-[(Cyclopropylamino)carbonyl]-1-{4-[(ethylamino)carbonyl]phenyl}-1H-1,2,3-triazol-5-yl)methyl methanesulfonate (1.02 g, 2.5 mmol) obtained in Example 126a) and potassium 1,3-dioxo-1,3-dihydroisoindol-2-ide (463 mg, 2.5 mmol, 1.0 eq.) were dissolved in DMF (10 ml), and the mixture was stirred at 50° C. for 30 min. The reaction mixture was diluted with ethyl acetate (20 ml), and the precipitate was collected by filtration, washed with water and dried to give the title compound as a white powder ... Starting materials: NC=1SC=C(N1)CC(=O)OCC (ethyl 2-amino-4-thiazolylacetate), ClC1=C(C(=CC(=C1)Cl)C)S(=O)(=O)Cl (2,4-dichloro-6-methylbenzenesulfonyl chloride). Product: ClC1=C(C(=CC(=C1)Cl)C)S(=O)(=O)NC=1SC=C(N1)CC(=O)OCC (Ethyl (2-{[(2,4-dichloro-6-methylphenyl)sulfonyl]amino}-1,3-thiazol-4-yl)acetate), solid. RXN SMILES: [NH2:1][C:2]1[S:3][CH:4]=[C:5]([CH2:7][C:8]([O:10][CH2:11][CH3:12])=[O:9])[N:6]=1.[Cl:13][C:14]1[CH:19]=[C:18]([Cl:20])[CH:17]=[C:16]([CH3:21])[C:15]=1[S:22](Cl)(=[O:24])=[O:23]>>[Cl:13][C:14]1[CH:19]=[C:18]([Cl:20])[CH:17]=[C:16]([CH3:21])[C:15]=1[S:22]([NH:1][C:2]1[S:3][CH:4]=[C:5]([CH2:7][C:8]([O:10][CH2:11][CH3:12])=[O:9])[N:6]=1)(=[O:24])=[O:23]. Procedure details: The title compound was prepared from ethyl 2-amino-4-thiazolylacetate and 2,4-dichloro-6-methylbenzenesulfonyl chloride as described in the synthetic METHOD B to give a white solid (34.6 mg) with purity >90%: LCMS (pos) m/z 409.0, 411.0; HRMS m/z 407.9753 (calc. of monoisotopic mass for C14H14Cl2N2O4S2 gives 407.9772). Starting materials: OC1CC(N(C1)CC(=O)[O-])=O (4-hydroxy-2-oxopyrrolidin-1-yl-acetate), N (ammonia). The product is OC1CC(N(C1)CC(=O)N)=O (4-hydroxy-2-oxopyrrolidin-1-yl-acetamide). As a reaction SMILES: [OH:1][CH:2]1[CH2:6][N:5]([CH2:7][C:8]([O-])=[O:9])[C:4](=[O:11])[CH2:3]1.[NH3:12]>>[OH:1][CH:2]1[CH2:6][N:5]([CH2:7][C:8]([NH2:12])=[O:9])[C:4](=[O:11])[CH2:3]1. Procedure: reacting the 4-hydroxy-2-oxopyrrolidin-1-yl-acetate with ammonia to provide a 4-hydroxy-2-oxopyrrolidin-1-yl-acetamide. The reactants are [N+](=O)([O-])CC1C(C(C2(OCCO2)C1)CC=CCCCC(=O)O)C=CC(CCCCC)(C1=CC=CC=C1)O (7-[8-nitromethyl-7-(3-hydroxy-3-phenyl-1-octenyl)-1,4-dioxaspiro[4.4]-non-6-yl]-5-heptenoic acid), O1CCCC1 (tetrahydrofuran), Cl (hydrochloric acid). Solvent: O (water). Product: OC(C=CC1C(C(CC1C[N+](=O)[O-])=O)CC=CCCCC(=O)O)(CCCCC)C1=CC=CC=C1 (7-[2-(3-Hydroxy-3-Phenyl-1-Octenyl)-3-Nitromethyl-5-Oxo-Cyclopentyl]-5-Heptenoic Acid). As a reaction SMILES: [N+:1]([CH2:4][CH:5]1[CH2:13][C:8]2(OCC[O:9]2)[CH:7]([CH2:14][CH:15]=[CH:16][CH2:17][CH2:18][CH2:19][C:20]([OH:22])=[O:21])[CH:6]1[CH:23]=[CH:24][C:25]([OH:37])([C:31]1[CH:36]=[CH:35][CH:34]=[CH:33][CH:32]=1)[CH2:26][CH2:27][CH2:28][CH2:29][CH3:30])([O-:3])=[O:2].O1CCCC1.Cl>O>[OH:37][C:25]([C:31]1[CH:32]=[CH:33][CH:34]=[CH:35][CH:36]=1)([CH2:26][CH2:27][CH2:28][CH2:29][CH3:30])[CH:24]=[CH:23][CH:6]1[CH:5]([CH2:4][N+:1]([O-:3])=[O:2])[CH2:13][C:8](=[O:9])[CH:7]1[CH2:14][CH:15]=[CH:16][CH2:17][CH2:18][CH2:19][C:20]([OH:22])=[O:21]. Reported procedure: A solution of 0.3 g. of 7-[8-nitromethyl-7-(3-hydroxy-3-phenyl-1-octenyl)-1,4-dioxaspiro[4.4]-non-6-yl]-5-heptenoic acid in 6 ml. of dry tetrahydrofuran was treated at 0° C. with 0.6 ml. of concentrated hydrochloric acid and stirred at 0° C. for 1.5 hours. The reaction mixture was added to water and extracted with ether. After washing with water and drying over magnesium sulfate, the extract was evaporated and the residue chromatographed on silica. Elution with 33% ethyl acetate in hexane gave 0...